Dataset: the Open Reaction Database (ORD), a public repository of structured organic reaction records. Task: describe an organic reaction: reactants, conditions, products, and yield Starting materials: C(C)(C)(C)C=1OC=2C(N1)=C(C(=C(C2N2C[C@H](CC2)N(C)C)C2=CC(=CC=C2)[N+](=O)[O-])C)C#N (2-tert-Butyl-7-[(3S)-3-(dimethylamino)pyrrolidin-1-yl]-5-methyl-6-(3-nitrophenyl)-1,3-benzoxazole-4-carbonitrile). The solvent is Cl (hydrogen chloride). Conditions: time 3 hour. Yields the product NC=1C=C(C=CC1)C=1C(=C2C(N=C(O2)C(C)(C)C)=C(C1C)C#N)N1C[C@H](CC1)N(C)C (6-(3-Aminophenyl)-2-tert-butyl-7-[(3S)-3-(dimethylamino)pyrrolidin-1-yl]-5-methyl-1,3-benzoxazole-4-carbonitrile). Isolated yield 17.1%. As a reaction SMILES: [C:1]([C:5]1[O:6][C:7]2[C:8](=[C:10]([C:32]#[N:33])[C:11]([CH3:31])=[C:12]([C:22]3[CH:27]=[CH:26][CH:25]=[C:24]([N+:28]([O-])=O)[CH:23]=3)[C:13]=2[N:14]2[CH2:18][CH2:17][C@H:16]([N:19]([CH3:21])[CH3:20])[CH2:15]2)[N:9]=1)([CH3:4])([CH3:3])[CH3:2]>Cl>[NH2:28][C:24]1[CH:23]=[C:22]([C:12]2[C:13]([N:14]3[CH2:18][CH2:17][C@H:16]([N:19]([CH3:20])[CH3:21])[CH2:15]3)=[C:7]3[O:6][C:5]([C:1]([CH3:3])([CH3:4])[CH3:2])=[N:9][C:8]3=[C:10]([C:32]#[N:33])[C:11]=2[CH3:31])[CH:27]=[CH:26][CH:25]=1. Reported procedure: 2-tert-Butyl-7-[(3S)-3-(dimethylamino)pyrrolidin-1-yl]-5-methyl-6-(3-nitrophenyl)-1,3-benzoxazole-4-carbonitrile (I-22) (30.7 mg, 68.6 μmol) was dissolved in 4 N hydrogen chloride (ethyl acetate solution, 2 ml) and the solvent was concentrated under reduced pressure. The residue was dissolved in methanol (8 ml), followed by catalytic hydrogenation at room temperature under normal pressure for 3 hours in the presence of 5% palladium-carbon (50% wet, 30 mg). The catalyst was separated by filtratio... Starting materials: ClC=1C=NC=2N(C1)N=C(C2)C(=O)O (6-chloro-pyrazolo[1,5-a]pyrimidine-2-carboxylic acid), CC1NCCC2=CC=CC(=C12)N1CCOCC1 (1-Methyl-8-morpholin-4-yl-1,2,3,4-tetrahydro-isoquinoline). The product is ClC=1C=NC=2N(C1)N=C(C2)C(=O)N2C(C1=C(C=CC=C1CC2)N2CCOCC2)C ((6-Chloro-pyrazolo[1,5-a]pyrimidin-2-yl)-(1-methyl-8-morpholin-4-yl-3,4-dihydro-1H-isoquinolin-2-yl)-methanone). As a reaction SMILES: [Cl:1][C:2]1[CH:3]=[N:4][C:5]2[N:6]([N:8]=[C:9]([C:11]([OH:13])=O)[CH:10]=2)[CH:7]=1.[CH3:14][CH:15]1[C:24]2[C:19](=[CH:20][CH:21]=[CH:22][C:23]=2[N:25]2[CH2:30][CH2:29][O:28][CH2:27][CH2:26]2)[CH2:18][CH2:17][NH:16]1>>[Cl:1][C:2]1[CH:3]=[N:4][C:5]2[N:6]([N:8]=[C:9]([C:11]([N:16]3[CH2:17][CH2:18][C:19]4[C:24](=[C:23]([N:25]5[CH2:30][CH2:29][O:28][CH2:27][CH2:26]5)[CH:22]=[CH:21][CH:20]=4)[CH:15]3[CH3:14])=[O:13])[CH:10]=2)[CH:7]=1. Reported procedure: In close analogy to the procedure described in Example 1, 6-chloro-pyrazolo[1,5-a]pyrimidine-2-carboxylic acid is reacted with 1-Methyl-8-morpholin-4-yl-1,2,3,4-tetrahydro-isoquinoline to provide the title compound in moderate yield.